describe an organic reaction: reactants, conditions, products, and yield From a dataset of the Open Reaction Database (ORD), a public repository of structured organic reaction records. Reactants: Cc1cc(C(F)(F)F)[nH]n1, COc1cc(N2CCN(C(=O)CCl)CC2)ccc1Cl. Product: COc1cc(N2CCN(C(=O)Cn3nc(C(F)(F)F)cc3C)CC2)ccc1Cl. Reaction SMILES: [CH3:20][c:21]1[n:22][nH:23][c:24]([C:26]([F:27])([F:28])[F:29])[cH:25]1.[Cl:1][CH2:2][C:3](=[O:4])[N:5]1[CH2:6][CH2:7][N:8]([c:11]2[cH:12][c:13]([O:18][CH3:19])[c:14]([Cl:17])[cH:15][cH:16]2)[CH2:9][CH2:10]1>>[CH2:2]([C:3](=[O:4])[N:5]1[CH2:6][CH2:7][N:8]([c:11]2[cH:12][c:13]([O:18][CH3:19])[c:14]([Cl:17])[cH:15][cH:16]2)[CH2:9][CH2:10]1)[n:22]1[c:21]([CH3:20])[cH:25][c:24]([C:26]([F:27])([F:28])[F:29])[n:23]1. Starting materials: ClCCC(=O)Cl (3-Chloropropanoyl chloride), ClC1=NN(C=C1N)C=1C=NC=CC1 (3-chloro-1-(pyridine-3-yl)-1H-pyrazol-4-amine), C(C)(=O)OCC (ethyl acetate), C(C)(=O)OCC (ethyl acetate), C([O-])(O)=O.[Na+] (Sodium bicarbonate). Solvent: O (water). Conditions: temperature 5 celsius. The product is ClCCC(=O)NC=1C(=NN(C1)C=1C=NC=CC1)Cl (3-Chloro-N-(3-chloro-1-(pyridine-3-yl)-1H-pyrazol-4-yl)propanamide). Isolated yield 95.5%. RXN SMILES: [Cl:1][C:2]1[C:6]([NH2:7])=[CH:5][N:4]([C:8]2[CH:9]=[N:10][CH:11]=[CH:12][CH:13]=2)[N:3]=1.C(OCC)(=O)C.C(=O)(O)[O-].[Na+].[Cl:25][CH2:26][CH2:27][C:28](Cl)=[O:29]>O>[Cl:25][CH2:26][CH2:27][C:28]([NH:7][C:6]1[C:2]([Cl:1])=[N:3][N:4]([C:8]2[CH:9]=[N:10][CH:11]=[CH:12][CH:13]=2)[CH:5]=1)=[O:29] |f:2.3|. Procedure details: A 100 mL, three-neck round bottom flask was charged with 3-chloro-1-(pyridine-3-yl)-1H-pyrazol-4-amine (1.00 g, 5.14 mmol) and ethyl acetate (10 mL). Sodium bicarbonate (1.08 g, 6.17 mmol) was added and the reaction mixture was cooled to 5° C. 3-Chloropropanoyl chloride (0.783 g, 6.17 mmol) was added dropwise at <20° C. The reaction was allowed to warm up to 20° C. and stirred for 2 hours, at which point thin layer chromatography analysis (Eluent: ethyl acetate) indicated that the reaction was c... Starting materials: C(C)OC(=O)C=1N=CC=2NC3=CC=C(C=C3C2C1COC)OCC1=CC=CC=C1 (6-benzyloxy-4-methoxymethyl-β-carboline-3-carboxylic acid ethyl ester), C(C)(C)O (isopropanol). The reagents and catalysts are CC([O-])C.CC([O-])C.CC([O-])C.CC([O-])C.[Ti+4] (titanium tetraisopropoxide). Yields the product C(C)(C)OC(=O)C=1N=CC=2NC3=CC=C(C=C3C2C1COC)OCC1=CC=CC=C1 (6-benzyloxy-4-methoxymethyl-β-carboline-3-carboxylic acid isopropyl ester). Yield: 80.0%. As a reaction SMILES: [CH2:1]([O:3][C:4]([C:6]1[N:7]=[CH:8][C:9]2[NH:10][C:11]3[C:16]([C:17]=2[C:18]=1[CH2:19][O:20][CH3:21])=[CH:15][C:14]([O:22][CH2:23][C:24]1[CH:29]=[CH:28][CH:27]=[CH:26][CH:25]=1)=[CH:13][CH:12]=3)=[O:5])[CH3:2].[CH:30](O)(C)C>CC(C)[O-].CC(C)[O-].CC(C)[O-].CC(C)[O-].[Ti+4]>[CH:1]([O:3][C:4]([C:6]1[N:7]=[CH:8][C:9]2[NH:10][C:11]3[C:16]([C:17]=2[C:18]=1[CH2:19][O:20][CH3:21])=[CH:15][C:14]([O:22][CH2:23][C:24]1[CH:25]=[CH:26][CH:27]=[CH:28][CH:29]=1)=[CH:13][CH:12]=3)=[O:5])([CH3:30])[CH3:2] |f:2.3.4.5.6|. Procedure details: 1.4 g (3.6 mmol) of 6-benzyloxy-4-methoxymethyl-β-carboline-3-carboxylic acid ethyl ester is boiled under reflux for 2 hours in 100 ml of isopropanol with 0.7 ml (2.2 mmol) of titanium tetraisopropoxide. After concentration, the mixture is taken up in 80 ml of 1N hydrochloric acid and extracted by shaking with 250 ml of ethyl acetate. The ethyl acetate phase is washed with a small amount of water, dried, filtered, and concentrated. After chromatography over silica gel with methylene chloride:ace... Conditions: time 8 hour. Reaction SMILES: C(OC([NH:11][C@H:12]([C:19]([NH:21][C@H:22]([C:24]([NH:26][C@H:27]([P:29](=[O:32])([OH:31])[OH:30])[CH3:28])=[O:25])[CH3:23])=[O:20])[CH2:13][C:14]1[N:18]=[CH:17][NH:16][CH:15]=1)=O)C1C=CC=CC=1.Br.C(OCC)C>C(O)(=O)C>[NH2:11][C@H:12]([C:19]([NH:21][C@H:22]([C:24]([NH:26][C@H:27]([P:29](=[O:30])([OH:32])[OH:31])[CH3:28])=[O:25])[CH3:23])=[O:20])[CH2:13][C:14]1[N:18]=[CH:17][NH:16][CH:15]=1. Yields the product N[C@@H](CC1=CNC=N1)C(=O)N[C@@H](C)C(=O)N[C@@H](C)P(O)(O)=O ((1R)-1-(L-histidyl-L-alanylamino)-ethylphosphonic acid). Reported procedure: 3.27 g (7 mmol) of (1R)-1-[(N-benzyloxycarbonyl-L-histidyl-L-alanyl)amino]-ethylphosphonic acid were ground to a powder and then stirred vigorously at room temperature for 6 hours with a mixture of 15 ml of 45% hydrogen bromide in glacial acetic acid and 5 ml of glacial acetic acid. 75 ml of diethyl ether were added to precipitate a gum which was washed by decantation with a further 75 ml of diethyl ether. The residual gum was dissolved in 50 ml of methanol and two 3 ml portions of propylene oxi... Solvent: C(C)(=O)O (acetic acid), C(C)(=O)O (acetic acid). Reactants: C(C1=CC=CC=C1)OC(=O)N[C@@H](CC1=CNC=N1)C(=O)N[C@@H](C)C(=O)N[C@@H](C)P(O)(O)=O ((1R)-1-[(N-benzyloxycarbonyl-L-histidyl-L-alanyl)amino]-ethylphosphonic acid), C(C)OCC (diethyl ether), Br (hydrogen bromide). The yield is 86.6%. As a reaction SMILES: [C:16]([CH3:17])(=[O:18])[O:19][c:20]1[cH:21][c:22]2[cH:23][cH:24][c:25]([C:30](=[O:31])[OH:32])[cH:26][c:27]2[cH:28][cH:29]1.[CH3:1][c:2]1[cH:3][cH:4][c:5]2[c:6]([cH:7][cH:8][c:9]([O:10][C:11](=[O:12])[CH3:13])[cH:14]2)[cH:15]1>>[C:16]([CH3:17])(=[O:18])[O:19][c:20]1[cH:21][c:22]2[cH:23][cH:24][c:25]([CH:30]=[O:31])[cH:26][c:27]2[cH:28][cH:29]1. Starting materials: CC(=O)Oc1ccc2cc(C(=O)O)ccc2c1, CC(=O)Oc1ccc2cc(C)ccc2c1. Product: CC(=O)Oc1ccc2cc(C=O)ccc2c1. Reactants: [OH-].[K+] (Potassium hydroxide), C(C1=CC=CC=C1)OCC1CCC(CC1)C(CCC(=O)OCC)=O (ethyl 4-[4-(benzyloxymethyl)cyclohexyl]-4-oxobutyrate), Cl (HCl). The solvent is CCO (EtOH). Reaction conditions: temperature 85 celsius, time 2 hour. Product: C(C1=CC=CC=C1)OCC1CCC(CC1)C(CCC(=O)O)=O (4-[4-(benzyloxymethyl)cyclohexyl]-4-oxobutyric acid). Reaction SMILES: [OH-].[K+].[CH2:3]([O:10][CH2:11][CH:12]1[CH2:17][CH2:16][CH:15]([C:18](=[O:26])[CH2:19][CH2:20][C:21]([O:23]CC)=[O:22])[CH2:14][CH2:13]1)[C:4]1[CH:9]=[CH:8][CH:7]=[CH:6][CH:5]=1.Cl>CCO>[CH2:3]([O:10][CH2:11][CH:12]1[CH2:13][CH2:14][CH:15]([C:18](=[O:26])[CH2:19][CH2:20][C:21]([OH:23])=[O:22])[CH2:16][CH2:17]1)[C:4]1[CH:9]=[CH:8][CH:7]=[CH:6][CH:5]=1 |f:0.1|. Procedure details: Potassium hydroxide (17.0 g, 0.30 mol) is added to EtOH (300 mL) solution of ethyl 4-[4-(benzyloxymethyl)cyclohexyl]-4-oxobutyrate (cis/trans=1/1, 33.0 g, 0.10 mol), and the mixture is stirred at 85° C. for 2 hours. After cooling to 0° C., 5N HCl is added to the mixture (to reach pH 2-3), the mixture is concentrated to remove ethanol. The crude mixture is extracted with EtOAc. The water layer is extracted with EtOAc, and the combined organic layer is washed with water and brine, dried over magne... Starting materials: C(C)(=O)O (acetic acid), N (ammonia), BrC1=C(C=C2CCN(C(C2=C1)C(=O)O)C(C(=O)N(CCCOCC#CC=1SC=CC1)C(C)(C)C)=O)OC (7-bromo-2-(2-(tert-butyl(3-(3-(thiophen-2-yl)prop-2-ynyloxy)propyl)amino)-2-oxoacetyl)-6-methoxy-1,2,3,4-tetrahydroisoquinoline-1-carboxylic acid). Run in C(C)(=O)OC(C)=O (acetic anhydride), C(C)(=O)[O-].[Na+] (sodium acetate), O (water). Conditions: temperature 105 celsius, time 1 hour. The product is BrC=1C(=CC=2CCN3C(C2C1)=C(C1=C3C(N(CCCOC1)C(C)(C)C)=O)C=1SC=CC1)OC (2-bromo-9-tert-butyl-3-methoxy-15-(2-thienyl)-5,6,9,10,11,12-hexahydro[1,5]oxazonino[8′,7′:4,5]pyrrolo[2,1-a]isoquinolin-8(14H)-one). Isolated yield 52.2%. As a reaction SMILES: [Br:1][C:2]1[CH:11]=[C:10]2[C:5]([CH2:6][CH2:7][N:8]([C:15](=O)[C:16]([N:18]([C:31]([CH3:34])([CH3:33])[CH3:32])[CH2:19][CH2:20][CH2:21][O:22][CH2:23][C:24]#[C:25][C:26]3[S:27][CH:28]=[CH:29][CH:30]=3)=[O:17])[CH:9]2C(O)=O)=[CH:4][C:3]=1[O:36][CH3:37].C(O)(=O)C.N>C(OC(=O)C)(=O)C.C([O-])(=O)C.[Na+].O>[Br:1][C:2]1[C:3]([O:36][CH3:37])=[CH:4][C:5]2[CH2:6][CH2:7][N:8]3[C:15]4[C:16](=[O:17])[N:18]([C:31]([CH3:33])([CH3:34])[CH3:32])[CH2:19][CH2:20][CH2:21][O:22][CH2:23][C:24]=4[C:25]([C:26]4[S:27][CH:28]=[CH:29][CH:30]=4)=[C:9]3[C:10]=2[CH:11]=1 |f:4.5|. Procedure: A solution of 257 mg of 7j in a mixture of 5 ml of acetic anhydride and 100 mg of sodium acetate was heated at 105° C. for 30 min. The reaction mixture was cooled, diluted with 20 ml of water and stirred for 1 hr at RT. Then, acetic acid was neuralized by addition of cold conc. ammonia. The product was extracted with ethyl acetate and the organic layer was washed twice with water, dried, concentrated and the crude material was purified by chromatography over silica gel, using a gradient of hepta...